This data is from the Open Reaction Database (ORD), a public repository of structured organic reaction records. The task is: describe an organic reaction: reactants, conditions, products, and yield The reactants are COC(=O)N1CCC(NCc2ccccc2)C(C)C1, CO, [H][H]. Product: COC(=O)N1CCC(N)C(C)C1. Reaction SMILES: [CH3:1][CH:2]1[CH2:3][N:4]([C:16](=[O:17])[O:18][CH3:19])[CH2:5][CH2:6][CH:7]1[NH:8][CH2:9][c:10]1[cH:11][cH:12][cH:13][cH:14][cH:15]1.[CH3:22][OH:23].[H:20][H:21]>>[CH3:1][CH:2]1[CH2:3][N:4]([C:16](=[O:17])[O:18][CH3:19])[CH2:5][CH2:6][CH:7]1[NH2:8]. The reactants are Cc1nc(Oc2ccccc2)c([N+](=O)[O-])c(NCCCCCO)c1C, ClCCl, O=S(Cl)Cl. The product is Cc1nc(Oc2ccccc2)c([N+](=O)[O-])c(NCCCCCCl)c1C. Reaction SMILES: [CH3:5][c:6]1[n:7][c:8]([O:23][c:24]2[cH:25][cH:26][cH:27][cH:28][cH:29]2)[c:9]([N+:20](=[O:21])[O-:22])[c:10]([NH:13][CH2:14][CH2:15][CH2:16][CH2:17][CH2:18][OH:19])[c:11]1[CH3:12].[Cl:30][CH2:31][Cl:32].[S:1]([Cl:2])([Cl:3])=[O:4]>>[Cl:3][CH2:18][CH2:17][CH2:16][CH2:15][CH2:14][NH:13][c:10]1[c:9]([N+:20](=[O:21])[O-:22])[c:8]([O:23][c:24]2[cH:25][cH:26][cH:27][cH:28][cH:29]2)[n:7][c:6]([CH3:5])[c:11]1[CH3:12]. Conditions: time 7 day. Reaction SMILES: [OH:1][CH2:2][CH2:3][CH2:4][CH2:5][CH2:6][CH2:7][CH2:8][CH2:9][CH2:10][CH2:11][CH2:12][CH2:13][CH2:14][CH2:15][CH2:16][CH2:17][CH2:18][CH2:19][CH2:20][CH2:21][CH2:22][CH2:23][C:24]1[C:29]([OH:30])=[C:28]([O:31][CH3:32])[C:27]([O:33][CH3:34])=[CH:26][C:25]=1[CH3:35].[O:36]=O>CN(C)C=O>[OH:1][CH2:2][CH2:3][CH2:4][CH2:5][CH2:6][CH2:7][CH2:8][CH2:9][CH2:10][CH2:11][CH2:12][CH2:13][CH2:14][CH2:15][CH2:16][CH2:17][CH2:18][CH2:19][CH2:20][CH2:21][CH2:22][CH2:23][C:24]1[C:29](=[O:30])[C:28]([O:31][CH3:32])=[C:27]([O:33][CH3:34])[C:26](=[O:36])[C:25]=1[CH3:35]. The solvent is CN(C=O)C (dimethylformamide). Reactants: OCCCCCCCCCCCCCCCCCCCCCCC1=C(C=C(C(=C1O)OC)OC)C (6-(22-hydroxydocosyl)-2,3-dimethoxy-5-methyl phenol), bis(4-hydroxysalicylidene)ethylenediiminocobalt(II), O=O (oxygen). Procedure: In dimethylformamide (200 ml) are suspended 6-(22-hydroxydocosyl)-2,3-dimethoxy-5-methyl phenol (300 mg) and bis(4-hydroxysalicylidene)ethylenediiminocobalt(II) (50 mg). The suspension is stirred in an oxygen gas stream at ambient temperature and atmospheric pressure for 7 days. The insoluble matter is filtered off and the filtrate is concentrated under reduced pressure. The residue is diluted with water and extracted with ethyl acetate. The extract is treated in a conventional manner and the pr... The product is OCCCCCCCCCCCCCCCCCCCCCCC1=C(C(C(=C(C1=O)OC)OC)=O)C (6-(22-hydroxydocosyl)-2,3-dimethoxy-5-methyl-1,4-benzoquinone). Procedure details: The title compound was prepared as described for (S)-8-(2-amino-6-((R)-1-(4-chloro-2-(3-methyl-1H-pyrazol-1-yl)phenyl)-2,2,2-trifluoroethoxy)pyrimidin-4-yl)-2,8-diazaspiro[4.5]decane-3-carboxylic acid (Example 10d) starting with (R)-1-(5-bromo-[1,1′-biphenyl]-2-yl)-2,2,2-trifluoroethanol (Intermediate 38). RXN SMILES: [NH2:1][C:2]1[N:7]=[C:6]([N:8]2[CH2:20][CH2:19][C:11]3([CH2:15][NH:14][C@H:13]([C:16]([OH:18])=[O:17])[CH2:12]3)[CH2:10][CH2:9]2)[CH:5]=[C:4]([O:21][C@H:22]([C:27]2[CH:32]=[CH:31][C:30](Cl)=[CH:29][C:28]=2[N:34]2[CH:38]=[CH:37][C:36]([CH3:39])=[N:35]2)[C:23]([F:26])([F:25])[F:24])[N:3]=1.[Br:40]C1C=CC([C@@H](O)C(F)(F)F)=C(C2C=CC=CC=2)C=1>>[NH2:1][C:2]1[N:7]=[C:6]([N:8]2[CH2:20][CH2:19][C:11]3([CH2:15][NH:14][C@H:13]([C:16]([OH:18])=[O:17])[CH2:12]3)[CH2:10][CH2:9]2)[CH:5]=[C:4]([O:21][C@H:22]([C:27]2[CH:32]=[CH:31][C:30]([Br:40])=[CH:29][C:28]=2[N:34]2[CH:38]=[CH:37][C:36]([CH3:39])=[N:35]2)[C:23]([F:26])([F:25])[F:24])[N:3]=1. Yields the product NC1=NC(=CC(=N1)N1CCC2(C[C@H](NC2)C(=O)O)CC1)O[C@@H](C(F)(F)F)C1=C(C=C(C=C1)Br)N1N=C(C=C1)C ((S)-8-(2-amino-6-((R)-1-(4-bromo-2-(3-methyl-1H-pyrazol-1-yl)phenyl)-2,2,2-trifluoroethoxy)pyrimidin-4-yl)-2,8-diazaspiro[4,5]decane-3-carboxylic acid). The reactants are NC1=NC(=CC(=N1)N1CCC2(C[C@H](NC2)C(=O)O)CC1)O[C@@H](C(F)(F)F)C1=C(C=C(C=C1)Cl)N1N=C(C=C1)C ((S)-8-(2-amino-6-((R)-1-(4-chloro-2-(3-methyl-1H-pyrazol-1-yl)phenyl)-2,2,2-trifluoroethoxy)pyrimidin-4-yl)-2,8-diazaspiro[4.5]decane-3-carboxylic acid), BrC=1C=CC(=C(C1)C1=CC=CC=C1)[C@H](C(F)(F)F)O ((R)-1-(5-bromo-[1,1′-biphenyl]-2-yl)-2,2,2-trifluoroethanol), BrC=1C=CC(=C(C1)C1=CC=CC=C1)[C@H](C(F)(F)F)O ((R)-1-(5-bromo-[1,1′-biphenyl]-2-yl)-2,2,2-trifluoroethanol). Starting materials: COc1ccc(P2(=S)SP(=S)(c3ccc(OC)cc3)S2)cc1, CO, CN(C)P(=O)(N(C)C)N(C)C, O=C(Cc1ccc(-c2cnc3cc(-c4ccncc4)ccn23)cc1)Nc1cccc(C(F)(F)F)c1. Product: FC(F)(F)c1cccc(NC(=S)Cc2ccc(-c3cnc4cc(-c5ccncc5)ccn34)cc2)c1. As a reaction SMILES: [CH3:1][O:2][c:3]1[cH:4][cH:5][c:6]([P:7]2(=[S:10])[S:8][P:9]([c:11]3[cH:12][cH:13][c:14]([O:15][CH3:16])[cH:17][cH:18]3)(=[S:19])[S:20]2)[cH:21][cH:22]1.[CH3:58][OH:59].[CH3:60][N:61]([P:62]([N:63]([CH3:64])[CH3:65])([N:66]([CH3:67])[CH3:68])=[O:69])[CH3:70].[n:23]1[cH:24][cH:25][c:26](-[c:29]2[cH:30][c:31]3[n:32]([cH:33][cH:34]2)[c:35](-[c:38]2[cH:39][cH:40][c:41]([CH2:44][C:45](=[O:46])[NH:47][c:48]4[cH:49][c:50]([C:54]([F:55])([F:56])[F:57])[cH:51][cH:52][cH:53]4)[cH:42][cH:43]2)[cH:36][n:37]3)[cH:27][cH:28]1>>[S:10]=[C:45]([CH2:44][c:41]1[cH:40][cH:39][c:38](-[c:35]2[n:32]3[c:31]([cH:30][c:29](-[c:26]4[cH:25][cH:24][n:23][cH:28][cH:27]4)[cH:34][cH:33]3)[n:37][cH:36]2)[cH:43][cH:42]1)[NH:47][c:48]1[cH:49][c:50]([C:54]([F:55])([F:56])[F:57])[cH:51][cH:52][cH:53]1.